Task: describe an organic reaction: reactants, conditions, products, and yield. Dataset: the Open Reaction Database (ORD), a public repository of structured organic reaction records The reactants are O=C([O-])O, CCOC(=O)CC(C)=O, ClCCl, [Na+], CC(O)CCS, Cc1ccc(S(=O)(=O)O)cc1. Product: CCOC(=O)CC1(C)OC(C)CCS1. Reaction SMILES: [C:27](=[O:28])([OH:29])[O-:30].[C:7]([CH2:8][C:9](=[O:10])[CH3:11])(=[O:12])[O:13][CH2:14][CH3:15].[Cl:32][CH2:33][Cl:34].[Na+:31].[SH:1][CH2:2][CH2:3][CH:4]([CH3:5])[OH:6].[c:16]1([CH3:17])[cH:18][cH:19][c:20]([S:21]([OH:22])(=[O:23])=[O:24])[cH:25][cH:26]1>>[S:1]1[CH2:2][CH2:3][CH:4]([CH3:5])[O:6][C:9]1([CH2:8][C:7](=[O:12])[O:13][CH2:14][CH3:15])[CH3:11].